From a dataset of the Open Reaction Database (ORD), a public repository of structured organic reaction records. describe an organic reaction: reactants, conditions, products, and yield The reactants are N(=O)[O-].[Na+] (sodium nitrite), NC1=C(N=CN1C1=NC=CC=C1)C(=O)OCC (5-amino-4-ethoxycarbonyl-1-(2-pyridyl)imidazole), C(Cl)(Cl)Cl (chloroform), cuprous chloride, S(=O)=O (sulfur dioxide). Run in O (water), Cl (hydrochloric acid). Run at temperature -5 celsius, time 0.5 hour. The product is ClC1=C(N=CN1C1=NC=CC=C1)C(=O)OCC (5-chloro-4-ethoxycarbonyl-1-(2-pyridyl)imidazole). Isolated yield 550.2%. Reaction SMILES: N[C:2]1[N:6]([C:7]2[CH:12]=[CH:11][CH:10]=[CH:9][N:8]=2)[CH:5]=[N:4][C:3]=1[C:13]([O:15][CH2:16][CH3:17])=[O:14].N([O-])=O.[Na+].C(Cl)(Cl)[Cl:23].S(=O)=O>Cl.O>[Cl:23][C:2]1[N:6]([C:7]2[CH:12]=[CH:11][CH:10]=[CH:9][N:8]=2)[CH:5]=[N:4][C:3]=1[C:13]([O:15][CH2:16][CH3:17])=[O:14] |f:1.2|. Reported procedure: 11.0 g of 5-amino-4-ethoxycarbonyl-1-(2-pyridyl)imidazole was dissolved in 60 ml of conc. hydrochloric acid and the resulting solution was cooled to -5° C. Subsequently, 3.9 g of sodium nitrite was dissolved in 10 ml of water and the resulting solution was added dropwise to the previously prepared solution while maintaining the temperature at -5° C. or lower. After completion of the dropwise addition, the resulting mixture was stirred at the same temperature for 0.5 hour. The thus obtained solut... Reactants: ClC1=CC(=NC=C1)C(=O)O (4-chloro-pyridine-2-carboxylic acid), CN(C)C(=[N+](C)C)ON1C2=C(C=CC=C2)N=N1.[B-](F)(F)(F)F (TBTU), FC=1C=C2C(CNC2=CC1)(C)C (5-fluoro-3,3-dimethyl-2,3-dihydro-1H-indole), TEA. The solvent is CN(C)C=O (DMF). Reaction conditions: time 8 hour. The product is ClC1=CC(=NC=C1)C(=O)N1CC(C2=CC(=CC=C12)F)(C)C ((4-chloro-pyridin-2-yl)-(5-fluoro-3,3-dimethyl-2,3-dihydro-indol-1-yl)-methanone). RXN SMILES: [Cl:1][C:2]1[CH:7]=[CH:6][N:5]=[C:4]([C:8]([OH:10])=O)[CH:3]=1.[F:11][C:12]1[CH:13]=[C:14]2[C:18](=[CH:19][CH:20]=1)[NH:17][CH2:16][C:15]2([CH3:22])[CH3:21].CN(C(ON1N=NC2C=CC=CC1=2)=[N+](C)C)C.[B-](F)(F)(F)F>CN(C=O)C>[Cl:1][C:2]1[CH:7]=[CH:6][N:5]=[C:4]([C:8]([N:17]2[C:18]3[C:14](=[CH:13][C:12]([F:11])=[CH:20][CH:19]=3)[C:15]([CH3:22])([CH3:21])[CH2:16]2)=[O:10])[CH:3]=1 |f:2.3|. Procedure: 0.17 g (1.1 mmol) 4-chloro-pyridine-2-carboxylic acid, 0.18 g (1.1 mmol) 5-fluoro-3,3-dimethyl-2,3-dihydro-1H-indole, 0.28 mL (2.0 mmol) TEA and 3.0 mL DMF were combined with 0.39 g (1.2 mmol) TBTU and stirred overnight at RT. The reaction mixture was purified by HPLC. The product fractions were combined and evaporated down. Starting materials: COC1=C(C(=O)OC)C=C(C=C1)N (methyl 2-methoxy-5-aminobenzoate), C(OCC)(OCC)OCC (triethyl orthoformate), [N-]=[N+]=[N-].[Na+] (sodium azide). Solvent: O (water), C(C)(=O)O (acetic acid), C(C)(=O)O (acetic acid), C(C)(=O)O (acetic acid). Run at temperature 70 celsius, time 20 hour. Product: COC1=C(C(=O)OC)C=C(C=C1)N1N=NN=C1 (methyl 2-methoxy-5-(1H-tetrazol-1-yl)benzoate). RXN SMILES: [CH3:1][O:2][C:3]1[CH:12]=[CH:11][C:10]([NH2:13])=[CH:9][C:4]=1[C:5]([O:7][CH3:8])=[O:6].[CH:14](OCC)(OCC)OCC.[N-:24]=[N+:25]=[N-:26].[Na+]>C(O)(=O)C.O>[CH3:1][O:2][C:3]1[CH:12]=[CH:11][C:10]([N:13]2[CH:14]=[N:26][N:25]=[N:24]2)=[CH:9][C:4]=1[C:5]([O:7][CH3:8])=[O:6] |f:2.3|. Procedure: Combine methyl 2-methoxy-5-aminobenzoate (3.94 g, 21.7 mmol) and triethyl orthoformate (12.8 g, 86.7 mmol) in glacial acetic acid (20 mL). After 20 hours, concentrate the reaction mixture in vacuo to remove ethanol. Add glacial acetic acid (20 mL) and sodium azide (5.64 g, 86.7 mmol). Heat to 70° C. After 1 hour, add glacial acetic acid (10 mL) and continue to heat to 70° C. After an additional hour, cool the reaction mixture to ambient temperature, dilute with water (500 mL). Collect the solid ... Starting materials: C(C)(C)(C)OC(NC1=CC(=CC=C1)N)=O ((3-Amino-phenyl)-carbamic acid tert-butyl ester), ClCCN=C=O (1-Chloro-2-isocyanato-ethane). Run in O1CCCC1 (tetrahydrofuran). The product is C(C)(C)(C)OC(NC1=CC(=CC=C1)NC(=O)NCCCl)=O ({3-[3-(2-Chloro-ethyl)-ureido]-phenyl}-carbamic acid tert-butyl ester). Isolated yield 132.8%. RXN SMILES: [C:1]([O:5][C:6](=[O:15])[NH:7][C:8]1[CH:13]=[CH:12][CH:11]=[C:10]([NH2:14])[CH:9]=1)([CH3:4])([CH3:3])[CH3:2].[Cl:16][CH2:17][CH2:18][N:19]=[C:20]=[O:21]>O1CCCC1>[C:1]([O:5][C:6](=[O:15])[NH:7][C:8]1[CH:13]=[CH:12][CH:11]=[C:10]([NH:14][C:20]([NH:19][CH2:18][CH2:17][Cl:16])=[O:21])[CH:9]=1)([CH3:4])([CH3:2])[CH3:3]. Reported procedure: A solution of (3-Amino-phenyl)-carbamic acid tert-butyl ester (0.5 g, 2.4 mmol) and 1-Chloro-2-isocyanato-ethane (0.25 ml, 2.9 mmol) in dry tetrahydrofuran (20 ml) were stirred at room temperature overnight. Reaction was quenched with water (50 ml) then extracted with dichloromethane (3×50 ml). Combined organics dried (magnesium sulphate) and concentrated in vacuo. The crude residue was purified by column chromatography (eluent 10% ethylacetate in dichloromethane) to afford the title compound (1... Reactants: C1(=CC=C(C=C1)C)C(C)C (para-cymene), diisobutylene-2, C=CC(C)(C)C (neohexene), [Cl-].[Al+3].[Cl-].[Cl-] (aluminum chloride), C1CCCCC1 (cyclohexane). Run at temperature 16 celsius, time 30 minute. The product is CC1(CC(C(C2=CC(=CC=C12)C)(C)C)C)C (1,1,3,4,4,6-hexamethyl-1,2,3,4-tetrahydronaphthalene), crude product. As a reaction SMILES: [Cl-].[Al+3].[Cl-].[Cl-].[C:5]1([CH:12]([CH3:14])[CH3:13])[CH:10]=[CH:9][C:8]([CH3:11])=[CH:7][CH:6]=1.[CH2:15]=[CH:16][C:17](C)([CH3:19])[CH3:18].[CH2:21]1CCCCC1>>[CH3:13][C:12]1([CH3:21])[C:5]2[C:10](=[CH:9][C:8]([CH3:11])=[CH:7][CH:6]=2)[C:17]([CH3:19])([CH3:18])[CH:16]([CH3:15])[CH2:14]1 |f:0.1.2.3|. Procedure details: The starting material 1,1,3,4,4,6-hexamethyl-1,2,3,4-tetrahydronaphthalene (HMT) was prepared by substantially following the procedures of Frank, U.S. Pat. No. 4,877,913. Specifically, a 100 ml, four-necked, round bottom flask was charged with cyclohexane (7.17 g) and anhydrous aluminum chloride (1.004 g), and cooled to about 16° C. A 60 ml addition funnel was charged with para-cymene (39.87 g), diisobutylene-2 (8.34 g), and neohexene (6.25 g) and connected to the flask. The funnel mixture was a... Starting materials: CO[C@H]1[C@@H](C[C@@H]2CN3CCC4=C([C@H]3C[C@@H]2[C@@H]1C(=O)OC)NC5=C4C=CC(=C5)OC)OC(=O)C6=CC(=C(C(=C6)OC)OC)OC (Hypersil), ClC1=C(C=CC(=C1Cl)F)N=C=S (2,3-dichloro-4-fluorophenylisothiocyanate), CC1=NC=CC=C1CN (C-(2-methylpyridin-3-yl)methylamine), H−. The solvent is C(C)#N (acetonitrile), C(C)#N (acetonitrile). Yields the product ClC1=C(C=CC(=C1Cl)F)NC(=S)NCC=1C(=NC=CC1)C (1-(2,3-Dichloro-4-fluorophenyl)-3-(2-methylpyridin-3-ylmethyl)thiourea). As a reaction SMILES: [Cl:1][C:2]1[C:7]([Cl:8])=[C:6]([F:9])[CH:5]=[CH:4][C:3]=1[N:10]=[C:11]=[S:12].[CH3:13][C:14]1[C:19]([CH2:20][NH2:21])=[CH:18][CH:17]=[CH:16][N:15]=1.CO[C@@H]1[C@@H](C(OC)=O)[C@@H]2[C@@H](CN3[C@H](C2)C2NC4C=C(OC)C=CC=4C=2CC3)C[C@H]1OC(C1C=C(OC)C(OC)=C(OC)C=1)=O>C(#N)C>[Cl:1][C:2]1[C:7]([Cl:8])=[C:6]([F:9])[CH:5]=[CH:4][C:3]=1[NH:10][C:11]([NH:21][CH2:20][C:19]1[C:14]([CH3:13])=[N:15][CH:16]=[CH:17][CH:18]=1)=[S:12]. Procedure details: The title compound was prepared from 2,3-dichloro-4-fluorophenylisothiocyanate and C-(2-methylpyridin-3-yl)methylamine using General Procedure 1. 1H NMR (DMSO-d6, 400 MHz) 2.47 (s, 3H), 4.69 (m, 2H), 7.21 (dd, 1H, J=4.9 Hz, J=7.6 Hz), 7.46 (t, 1H, J=8.9 Hz), 7.54-7.67 (bs, 1H), 7.58 (dd, 1H, J=1.4 Hz, J=7.7 Hz), 8.26-8.42 (bs, 1H), 8.33 (dd, 1H, J=1.7 Hz, J=4.8 Hz), 9.49 (s, 1H); RP-HPLC (Hypersil®-100 C18, 5 μm, 100 Å, 10 cm; 5%-100% acetonitrile-0.1M ammonium acetate over 5 min, 2 mL/min), the... The reactants are C(C)(C)(C)OC(=O)N1CCC(CC1)C(=O)C1=NC2=C(N1)C=CC=C2 (1-(t-butoxycarbonyl)-4-(1H-benzoimidazole-2-carbonyl)-piperidine), C(C)OCCCl (2-chloroethyl ethyl ether). Product: C(C)OCCN1C(=NC2=C1C=CC=C2)C(=O)C2CCNCC2 (4-[1-(2-Ethoxy-ethyl)-1H-benzoimidazole-2-carbonyl]-piperidine). RXN SMILES: C(OC([N:8]1[CH2:13][CH2:12][CH:11]([C:14]([C:16]2[NH:20][C:19]3[CH:21]=[CH:22][CH:23]=[CH:24][C:18]=3[N:17]=2)=[O:15])[CH2:10][CH2:9]1)=O)(C)(C)C.[CH2:25]([O:27][CH2:28][CH2:29]Cl)[CH3:26]>>[CH2:25]([O:27][CH2:28][CH2:29][N:20]1[C:19]2[CH:21]=[CH:22][CH:23]=[CH:24][C:18]=2[N:17]=[C:16]1[C:14]([CH:11]1[CH2:10][CH2:9][NH:8][CH2:13][CH2:12]1)=[O:15])[CH3:26]. Procedure details: Prepare by the method of Preparation 6 using 1-(t-butoxycarbonyl)-4-(1H-benzoimidazole-2-carbonyl)-piperidine and 2-chloroethyl ethyl ether to give the title compound.